Task: describe an organic reaction: reactants, conditions, products, and yield. Dataset: the Open Reaction Database (ORD), a public repository of structured organic reaction records Reactants: CS(=O)c1ncc2ccc(-c3cccnc3)n2n1, COCC(C)O, CCN(C(C)C)C(C)C, Nc1cccc(N2CCOCC2)c1. The product is c1cncc(-c2ccc3cnc(Nc4cccc(N5CCOCC5)c4)nn23)c1. Reaction SMILES: [CH3:1][S:2](=[O:3])[c:4]1[n:5][n:6]2[c:7]([cH:8][n:9]1)[cH:10][cH:11][c:12]2-[c:13]1[cH:14][n:15][cH:16][cH:17][cH:18]1.[CH3:41][O:42][CH2:43][CH:44]([OH:45])[CH3:46].[CH:19]([N:20]([CH2:21][CH3:22])[CH:23]([CH3:24])[CH3:25])([CH3:26])[CH3:27].[O:28]1[CH2:29][CH2:30][N:31]([c:34]2[cH:35][c:36]([NH2:40])[cH:37][cH:38][cH:39]2)[CH2:32][CH2:33]1>>[c:4]1([NH:40][c:36]2[cH:35][c:34]([N:31]3[CH2:30][CH2:29][O:28][CH2:33][CH2:32]3)[cH:39][cH:38][cH:37]2)[n:5][n:6]2[c:7]([cH:8][n:9]1)[cH:10][cH:11][c:12]2-[c:13]1[cH:14][n:15][cH:16][cH:17][cH:18]1.